Dataset: the Open Reaction Database (ORD), a public repository of structured organic reaction records. Task: describe an organic reaction: reactants, conditions, products, and yield Reactants: OC1C(COC(OC1)(C)C)NC(C1=CC=C(C=C1)S(NC1=CC(=C(C=C1)F)C(F)(F)F)(=O)=O)=O (4-[N-(4-fluoro-3-trifluoromethylphenyl)sulfamoyl]-benzoic acid-(6-hydroxy-2,2-dimethyl-1,3-dioxepan-5-yl)-amide), C(C)O (ethanol). Solvent: O (water), O (water). The product is OC(C(CO)NC(C1=CC=C(C=C1)S(NC1=CC(=C(C=C1)F)C(F)(F)F)(=O)=O)=O)CO (4-[N-(4-Fluoro-3-trifluoromethylphenyl)-sulfamoyl]-benzoic acid-(2,3-dihydroxy-1- hydroxymethyl-propyl)-amide). Reaction SMILES: [OH:1][CH:2]1[CH2:8][O:7]C(C)(C)[O:5][CH2:4][CH:3]1[NH:11][C:12](=[O:34])[C:13]1[CH:18]=[CH:17][C:16]([S:19](=[O:33])(=[O:32])[NH:20][C:21]2[CH:26]=[CH:25][C:24]([F:27])=[C:23]([C:28]([F:31])([F:30])[F:29])[CH:22]=2)=[CH:15][CH:14]=1.C(O)C>O>[OH:1][CH:2]([CH2:8][OH:7])[CH:3]([NH:11][C:12](=[O:34])[C:13]1[CH:18]=[CH:17][C:16]([S:19](=[O:32])(=[O:33])[NH:20][C:21]2[CH:26]=[CH:25][C:24]([F:27])=[C:23]([C:28]([F:30])([F:31])[F:29])[CH:22]=2)=[CH:15][CH:14]=1)[CH2:4][OH:5]. Procedure: 2 g (3.95 mmol) of 4-[N-(4-fluoro-3-trifluoromethylphenyl)sulfamoyl]-benzoic acid-(6-hydroxy-2,2-dimethyl-1,3-dioxepan-5-yl)-amide as well as 2 ml of cation exchanger in H. form are added to a solution of 10 ml of ethanol and 5 ml of distilled water and warmed for 90 minutes on the water bath. It is filtered from the exchanger, rewashed with distilled water, evaporated to dryness in a vacuum, and again taken up in water and by freeze-drying of this solution, 1.55 g=84.2% of the theoretical yield... Reactants: O=C(O)Cc1ccc(F)cc1Cl, O, O=[N+]([O-])O, O=S(=O)(O)O. Yields the product O=C(O)Cc1cc([N+](=O)[O-])c(F)cc1Cl. Reaction SMILES: [Cl:5][c:6]1[c:7]([CH2:13][C:14](=[O:15])[OH:16])[cH:8][cH:9][c:10]([F:12])[cH:11]1.[OH2:17].[OH:1][N+:2]([O-:3])=[O:4].[S:18](=[O:19])(=[O:20])([OH:21])[OH:22]>>[O-:1][N+:2](=[O:4])[c:9]1[cH:8][c:7]([CH2:13][C:14](=[O:15])[OH:16])[c:6]([Cl:5])[cH:11][c:10]1[F:12]. Starting materials: C(C1=CC=CC=C1)OC=1C=C(C=CC1OCC1=CC=CC=C1)C=CC(C(CCCC)C)OC (1-(3,4-dibenzyloxyphenyl)-3-methoxy-4-methyl-1-octene), [H][H] (hydrogen). Reagents/catalysts: [C].[Pd] (palladium-carbon). Solvent: CO (methanol), C(C)(=O)OCC (ethyl acetate). Product: OC=1C=C(C=CC1O)CCC(C(CCCC)C)OC (1-(3,4-dihydroxyphenyl)-3-methoxy-4-methyl-octane). The yield is 98.4%. Reaction SMILES: C([O:8][C:9]1[CH:10]=[C:11]([CH:23]=[CH:24][CH:25]([O:32][CH3:33])[CH:26]([CH3:31])[CH2:27][CH2:28][CH2:29][CH3:30])[CH:12]=[CH:13][C:14]=1[O:15]CC1C=CC=CC=1)C1C=CC=CC=1.[H][H]>[C].[Pd].CO.C(OCC)(=O)C>[OH:8][C:9]1[CH:10]=[C:11]([CH2:23][CH2:24][CH:25]([O:32][CH3:33])[CH:26]([CH3:31])[CH2:27][CH2:28][CH2:29][CH3:30])[CH:12]=[CH:13][C:14]=1[OH:15] |f:2.3|. Procedure details: Using 0.1 g of 10% palladium-carbon as catalyst, 560 mg of 1-(3,4-dibenzyloxyphenyl)-3-methoxy-4-methyl-1-octene was catalytically reduced in a mixture of 5 ml of methanol and 5 ml of ethyl acetate until the absorption of hydrogen stopped. Thereafter, the catalyst was filtered off and the filtrate was concentrated under reduced perssure to provide 330 mg of oily 1-(3,4-dihydroxyphenyl)-3-methoxy-4-methyl-octane. Starting materials: BrC1=NC=C(C(=C1)C=O)Cl (2-bromo-5-chloro-pyridine-4-carbaldehyde), C(OC)(OC)OC (trimethyl orthoformate). Reagents/catalysts: O.C1(=CC=C(C=C1)S(=O)(=O)O)C (p-toluenesulfonic acid monohydrate). The solvent is CO (MeOH). The product is BrC1=NC=C(C(=C1)C(OC)OC)Cl (2-Bromo-5-chloro-4-dimethoxymethyl-pyridine). The yield is 97.5%. As a reaction SMILES: [Br:1][C:2]1[CH:7]=[C:6](C=O)[C:5]([Cl:10])=[CH:4][N:3]=1.[CH:11](OC)([O:14][CH3:15])[O:12][CH3:13]>CO.O.C1(C)C=CC(S(O)(=O)=O)=CC=1>[Br:1][C:2]1[CH:7]=[C:6]([CH:11]([O:14][CH3:15])[O:12][CH3:13])[C:5]([Cl:10])=[CH:4][N:3]=1 |f:3.4|. Reported procedure: To a sol. of 2-bromo-5-chloro-pyridine-4-carbaldehyde (43.9 g, 199 mmol) in MeOH (800 mL) were successively added at rt trimethyl orthoformate (65.3 mL, 597 mmol) and p-toluenesulfonic acid monohydrate (1.90 g, 10.0 mmol). This reaction mixture was then heated to reflux for 3 h. The mixture was allowed to cool to rt and was concentrated under reduced pressure. The residue was dissolved in CH2Cl2 and this mixture was washed with aq. 10% K2CO3. The org. layer was dried over MgSO4, filtered, and th... Reactants: C1(CCCCC1)C(=O)C=1C(=NC=CC1)NCC (3-cyclohexylcarbonyl-2-ethylaminopyridine), C(C)(=O)OC(C)=O (acetic anhydride). Yields the product C1(CCCCC1)C(=O)C=1C(=NC=CC1)N(C(C)=O)CC (N-(3-cyclohexylcarbonyl-2-pyridyl) -N-ethylacetamide). Reaction SMILES: [CH:1]1([C:7]([C:9]2[C:10]([NH:15][CH2:16][CH3:17])=[N:11][CH:12]=[CH:13][CH:14]=2)=[O:8])[CH2:6][CH2:5][CH2:4][CH2:3][CH2:2]1.C(O[C:22](=[O:24])[CH3:23])(=O)C>>[CH:1]1([C:7]([C:9]2[C:10]([N:15]([CH2:16][CH3:17])[C:22](=[O:24])[CH3:23])=[N:11][CH:12]=[CH:13][CH:14]=2)=[O:8])[CH2:2][CH2:3][CH2:4][CH2:5][CH2:6]1. Procedure: An acetic anhydride solution (20 ml) of 1.5 g of 3-cyclohexylcarbonyl-2-ethylaminopyridine was heated under reflux for 4 hours. The reaction solution was concentrated under reduced pressure, and the resulting residue was purified by silica gel column chromatography (toluene-ethyl acetate) to give 1.1 g of N-(3-cyclohexylcarbonyl-2-pyridyl) -N-ethylacetamide. The reagents and catalysts are C=1C=CC(=CC1)[P](C=2C=CC=CC2)(C=3C=CC=CC3)[Pd]([P](C=4C=CC=CC4)(C=5C=CC=CC5)C=6C=CC=CC6)([P](C=7C=CC=CC7)(C=8C=CC=CC8)C=9C=CC=CC9)[P](C=1C=CC=CC1)(C=1C=CC=CC1)C=1C=CC=CC1 (Pd(PPh3)4). Solvent: C(C)O (ethanol), C(C)(=O)OCC (ethyl acetate). Reported procedure: A solution of 2-tert-butoxycarbonylamino-3-(4-bromophenylmethylsulfanyl)-3,3-dimethylpropanoic acid methyl ester (0.432 g, 1 mmol), 4-(4-dibenzofuranyl)benzeneboronic acid (0.305 g, 1.05 mmol) and Pd(PPh3)4 (0.052 g, 5 mol %) in toluene (10 mL) and ethanol (3.0 mL) was treated with 2 M K2CO3 (1.5 mL). The reaction mixture was heated to reflux for 2 h, cooled to room temperature, diluted with ethyl acetate (100 mL). The organic layer was washed successively with 2% aq HCl and sat. aq NaCl, dried ... The yield is 72.0%. Starting materials: COC(C(C(C)(C)SCC1=CC=C(C=C1)Br)NC(=O)OC(C)(C)C)=O (2-tert-butoxycarbonylamino-3-(4-bromophenylmethylsulfanyl)-3,3-dimethylpropanoic acid methyl ester), C1=CC=C(C=2OC3=C(C21)C=CC=C3)C3=CC=C(C=C3)B(O)O (4-(4-dibenzofuranyl)benzeneboronic acid), C(=O)([O-])[O-].[K+].[K+] (K2CO3), C1(=CC=CC=C1)C (toluene). Product: COC(C(C(C)(C)SCC1=CC=C(C=C1)C1=CC=C(C=C1)C1=CC=CC2=C1OC1=C2C=CC=C1)NC(=O)OCCCC)=O (2-Butoxycarbonylamino-3-(4′-dibenzofuran-4-yl-biphen-4-ylmethylsulfanyl)-3,3-dimethylpropanoic acid methyl ester). As a reaction SMILES: [CH3:1][O:2][C:3](=[O:25])[CH:4]([NH:17][C:18]([O:20][C:21]([CH3:24])(C)C)=[O:19])[C:5]([S:8][CH2:9][C:10]1[CH:15]=[CH:14][C:13](Br)=[CH:12][CH:11]=1)([CH3:7])[CH3:6].[CH:26]1[C:34]2[C:33]3[CH:35]=[CH:36][CH:37]=[CH:38][C:32]=3[O:31][C:30]=2[C:29]([C:39]2[CH:44]=[CH:43][C:42](B(O)O)=[CH:41][CH:40]=2)=[CH:28][CH:27]=1.C([O-])([O-])=O.[K+].[K+].[C:54]1(C)C=CC=C[CH:55]=1>C(O)C.C(OCC)(=O)C.C1C=CC([P]([Pd]([P](C2C=CC=CC=2)(C2C=CC=CC=2)C2C=CC=CC=2)([P](C2C=CC=CC=2)(C2C=CC=CC=2)C2C=CC=CC=2)[P](C2C=CC=CC=2)(C2C=CC=CC=2)C2C=CC=CC=2)(C2C=CC=CC=2)C2C=CC=CC=2)=CC=1>[CH3:1][O:2][C:3](=[O:25])[CH:4]([NH:17][C:18]([O:20][CH2:21][CH2:24][CH2:54][CH3:55])=[O:19])[C:5]([S:8][CH2:9][C:10]1[CH:11]=[CH:12][C:13]([C:42]2[CH:43]=[CH:44][C:39]([C:29]3[C:30]4[O:31][C:32]5[CH:38]=[CH:37][CH:36]=[CH:35][C:33]=5[C:34]=4[CH:26]=[CH:27][CH:28]=3)=[CH:40][CH:41]=2)=[CH:14][CH:15]=1)([CH3:6])[CH3:7] |f:2.3.4,^1:73,75,94,113|. Reactants: O=C1NCCNC1 (keto piperazine), O=C1NCCNC1 (keto piperazine), lithium aluminum hydride LiAlH4, [OH-].[Na+] (sodium hydroxide), C(C)N(C(C)N1C(C(NCC1)=O)C1=CC=CC=C1)CC (1-Diethylamino ethyl-2-phenyl-3-keto piperazine), O1CCOCC1 (dioxane), [OH-].[Na+] (sodium hydroxide). Solvent: CCOCC (ether), O (water), O (water). Yields the product C(C)N(C(C)N1C(CNCC1)C1=CC=CC=C1)CC (1-Diethylamino ethyl-2-phenyl piperazine). Isolated yield 77.0%. Reaction SMILES: O=C1CNCCN1.[CH2:8]([N:10]([CH2:26][CH3:27])[CH:11]([N:13]1[CH2:18][CH2:17][NH:16][C:15](=O)[CH:14]1[C:20]1[CH:25]=[CH:24][CH:23]=[CH:22][CH:21]=1)[CH3:12])[CH3:9].O1CCOCC1.[OH-].[Na+]>O.CCOCC>[CH2:26]([N:10]([CH2:8][CH3:9])[CH:11]([N:13]1[CH2:18][CH2:17][NH:16][CH2:15][CH:14]1[C:20]1[CH:25]=[CH:24][CH:23]=[CH:22][CH:21]=1)[CH3:12])[CH3:27] |f:3.4|. Procedure details: 89 g. of the keto piperazine prepared as described hereinabove under (a), are dissolved in 200 cc. of absolute dioxane. The solution is added to a suspension of 20 g. of lithium aluminum hydride LiAlH4 in 800 cc. of absolute ether while exposing the mixture to vibration. After addition of the keto piperazine solution is completed, the reaction mixture is boiled under reflux for 6 hours. Thereafter it is decomposed by successive treatment with 21 cc. of 15 % sodium hydroxide solution, 21 cc. of w...